describe an organic reaction: reactants, conditions, products, and yield From a dataset of the Open Reaction Database (ORD), a public repository of structured organic reaction records. The reactants are COc1ccc(CC(=O)O)cc1, ClCCl, N, O=S(Cl)Cl. The product is COc1ccc(CC(N)=O)cc1. RXN SMILES: [CH3:1][O:2][c:3]1[cH:4][cH:5][c:6]([CH2:9][C:10](=[O:11])[OH:12])[cH:7][cH:8]1.[Cl:18][CH2:19][Cl:20].[NH3:17].[S:13]([Cl:14])([Cl:15])=[O:16]>>[CH3:1][O:2][c:3]1[cH:4][cH:5][c:6]([CH2:9][C:10](=[O:12])[NH2:17])[cH:7][cH:8]1. Reactants: BrB(Br)Br, COC(=O)Cc1cn(C(C)=O)c2cc(OC)ccc12, ClCCl. Product: COC(=O)Cc1cn(C(C)=O)c2cc(O)ccc12. Reaction SMILES: [B:20]([Br:21])([Br:22])[Br:23].[C:1]([CH3:2])(=[O:3])[n:4]1[cH:5][c:6]([CH2:15][C:16](=[O:17])[O:18][CH3:19])[c:7]2[cH:8][cH:9][c:10]([O:13][CH3:14])[cH:11][c:12]12.[Cl:24][CH2:25][Cl:26]>>[C:1]([CH3:2])(=[O:3])[n:4]1[cH:5][c:6]([CH2:15][C:16](=[O:17])[O:18][CH3:19])[c:7]2[cH:8][cH:9][c:10]([OH:13])[cH:11][c:12]12. Starting materials: C(C)C(C#C)(CC)O (3-ethyl-1-pentyn-3-ol), ClC1=CC=CC2=C1C(N(CC=1N2C=NC1I)C)=O (7-chloro-4,5-dihydro-3-iodo-5-methyl-6H-imidazo[1,5-a][1,4]benzodiazepin-6-one). Reagents/catalysts: Cl[Pd]([P](C1=CC=CC=C1)(C2=CC=CC=C2)C3=CC=CC=C3)([P](C4=CC=CC=C4)(C5=CC=CC=C5)C6=CC=CC=C6)Cl (bis-(triphenylphosphine)-palladium(II) dichloride), [Cu]I (copper(I) iodide). Solvent: C(C)NCC (diethylamine). Product: ClC1=CC=CC2=C1C(N(CC=1N2C=NC1C#CC(CC)(O)CC)C)=O (7-chloro-3-(3-ethyl-3-hydroxy-1-pentynyl)-4,5-dihydro-5-methyl-6H-imidazo[1,5-a][1,4]benzodiazepin-6-one). Reaction SMILES: [Cl:1][C:2]1[C:7]2[C:8](=[O:18])[N:9]([CH3:17])[CH2:10][C:11]3[N:12]([CH:13]=[N:14][C:15]=3I)[C:6]=2[CH:5]=[CH:4][CH:3]=1.[CH2:19]([C:21]([OH:26])([CH2:24][CH3:25])[C:22]#[CH:23])[CH3:20]>C(NCC)C.Cl[Pd](Cl)([P](C1C=CC=CC=1)(C1C=CC=CC=1)C1C=CC=CC=1)[P](C1C=CC=CC=1)(C1C=CC=CC=1)C1C=CC=CC=1.[Cu]I>[Cl:1][C:2]1[C:7]2[C:8](=[O:18])[N:9]([CH3:17])[CH2:10][C:11]3[N:12]([CH:13]=[N:14][C:15]=3[C:20]#[C:19][C:21]([CH2:24][CH3:25])([OH:26])[CH2:22][CH3:23])[C:6]=2[CH:5]=[CH:4][CH:3]=1 |^1:34,53|. Reported procedure: 3.73 g (10 mmol) of 7-chloro-4,5-dihydro-3-iodo-5-methyl-6H-imidazo[1,5-a][1,4]benzodiazepin-6-one was heated to boiling under reflux for 2 hours with 1.40 g (12.5 mmol) of 3-ethyl-1-pentyn-3-ol, 70 mg of bis-(triphenylphosphine)-palladium(II) dichloride and 10 mg of copper(I) iodide in 30 ml of diethylamine. The reaction mixture was evaporated and the residue was chromatographed on silica gel while eluting with ethyl acetate. After recrystallization from ethyl acetate there was obtained 7-chlor... Starting materials: [Cl-].COC[P+](C1=CC=CC=C1)(C1=CC=CC=C1)C1=CC=CC=C1 ((methoxymethyl)triphenylphosphonium chloride), CC(C)([O-])C.[K+] (potassium tert-butoxide), FC(C1=CC=C(C=C1)C1=CC=C(C=C1)C(CC)=O)(F)F (1-(4′-trifluoromethylbiphenyl-4-yl)-propan-1-one). Run in C1(=CC=CC=C1)C (toluene). Reaction conditions: time 30 minute. The product is COC=C(CC)C1=CC=C(C=C1)C1=CC=C(C=C1)C(F)(F)F (4-(1-methoxymethylene-propyl)-4′-trifluoromethylbiphenyl). Isolated yield 25.3%. RXN SMILES: CC(C)([O-])C.[K+].[Cl-].[CH3:8][O:9][CH2:10][P+](C1C=CC=CC=1)(C1C=CC=CC=1)C1C=CC=CC=1.[F:30][C:31]([F:49])([F:48])[C:32]1[CH:37]=[CH:36][C:35]([C:38]2[CH:43]=[CH:42][C:41]([C:44](=O)[CH2:45][CH3:46])=[CH:40][CH:39]=2)=[CH:34][CH:33]=1>C1(C)C=CC=CC=1>[CH3:8][O:9][CH:10]=[C:44]([C:41]1[CH:42]=[CH:43][C:38]([C:35]2[CH:36]=[CH:37][C:32]([C:31]([F:49])([F:48])[F:30])=[CH:33][CH:34]=2)=[CH:39][CH:40]=1)[CH2:45][CH3:46] |f:0.1,2.3|. Procedure details: To a an ambient temperature suspension of potassium tert-butoxide (670 mg, 5.39 mmol) in toluene (36 mL) is added (methoxymethyl)triphenylphosphonium chloride (1.85 g, 5.56 mmol) and is stirred at room temperature for 30 min. 1-(4′-trifluoromethylbiphenyl-4-yl)-propan-1-one (1 g, 3.59 mmol) is added, and the reaction mixture continues to stir at room temperature overnight. The reaction mixture is filtered, using dichloromethane to aid rinsing, concentrated to ⅓ volume, then loaded onto silica ge...